Dataset: the Open Reaction Database (ORD), a public repository of structured organic reaction records. Task: describe an organic reaction: reactants, conditions, products, and yield The reactants are ClC(Cl)Cl, O=S(=O)(Cl)c1ccc(Cl)cc1, ClCCl, C1CN2CCN1CC2, Cc1ccc(N(C(=O)c2ccco2)C2CCN(CCC3(CCN)CCCCC3)CC2)cc1. The product is Cc1ccc(N(C(=O)c2ccco2)C2CCN(CCC3(CCNS(=O)(=O)c4ccc(Cl)cc4)CCCCC3)CC2)cc1. RXN SMILES: [CH:55]([Cl:56])([Cl:57])[Cl:58].[Cl:41][c:42]1[cH:43][cH:44][c:45]([S:48](=[O:49])(=[O:50])[Cl:51])[cH:46][cH:47]1.[Cl:52][CH2:53][Cl:54].[N:33]12[CH2:34][CH2:35][N:36]([CH2:37][CH2:38]1)[CH2:39][CH2:40]2.[NH2:1][CH2:2][CH2:3][C:4]1([CH2:10][CH2:11][N:12]2[CH2:13][CH2:14][CH:15]([N:18]([C:19](=[O:20])[c:21]3[o:22][cH:23][cH:24][cH:25]3)[c:26]3[cH:27][cH:28][c:29]([CH3:32])[cH:30][cH:31]3)[CH2:16][CH2:17]2)[CH2:5][CH2:6][CH2:7][CH2:8][CH2:9]1>>[NH:1]([CH2:2][CH2:3][C:4]1([CH2:10][CH2:11][N:12]2[CH2:13][CH2:14][CH:15]([N:18]([C:19](=[O:20])[c:21]3[o:22][cH:23][cH:24][cH:25]3)[c:26]3[cH:27][cH:28][c:29]([CH3:32])[cH:30][cH:31]3)[CH2:16][CH2:17]2)[CH2:5][CH2:6][CH2:7][CH2:8][CH2:9]1)[S:48]([c:45]1[cH:44][cH:43][c:42]([Cl:41])[cH:47][cH:46]1)(=[O:49])=[O:50]. Starting materials: CC#N, CC(=O)[O-], Ic1nn(C(c2ccccc2)(c2ccccc2)c2ccccc2)c2ccnc(OC3CCOCC3)c12, [K+], O=C(c1ccc(B(O)O)cc1)N1CCOCC1, O. Yields the product O=C(c1ccc(-c2nn(C(c3ccccc3)(c3ccccc3)c3ccccc3)c3ccnc(OC4CCOCC4)c23)cc1)N1CCOCC1. RXN SMILES: [CH3:54][C:55]#[N:56].[CH3:58][C:59](=[O:60])[O-:61].[I:1][c:2]1[n:3][n:4]([C:18]([c:19]2[cH:20][cH:21][cH:22][cH:23][cH:24]2)([c:25]2[cH:26][cH:27][cH:28][cH:29][cH:30]2)[c:31]2[cH:32][cH:33][cH:34][cH:35][cH:36]2)[c:5]2[c:6]1[c:7]([O:11][CH:12]1[CH2:13][CH2:14][O:15][CH2:16][CH2:17]1)[n:8][cH:9][cH:10]2.[K+:57].[O:37]1[CH2:38][CH2:39][N:40]([C:43](=[O:44])[c:45]2[cH:46][cH:47][c:48]([B:51]([OH:52])[OH:53])[cH:49][cH:50]2)[CH2:41][CH2:42]1.[OH2:62]>>[c:2]1(-[c:48]2[cH:47][cH:46][c:45]([C:43]([N:40]3[CH2:39][CH2:38][O:37][CH2:42][CH2:41]3)=[O:44])[cH:50][cH:49]2)[n:3][n:4]([C:18]([c:19]2[cH:20][cH:21][cH:22][cH:23][cH:24]2)([c:25]2[cH:26][cH:27][cH:28][cH:29][cH:30]2)[c:31]2[cH:32][cH:33][cH:34][cH:35][cH:36]2)[c:5]2[c:6]1[c:7]([O:11][CH:12]1[CH2:13][CH2:14][O:15][CH2:16][CH2:17]1)[n:8][cH:9][cH:10]2. Starting materials: C(P(OCC)(OCC)=O)P(OCC)(OCC)=O (tetraethyl methylenediphosphonate), [H-].[Na+] (sodium hydride), C(=O)C=1C(=NN(C1)C1=CC=CC=C1)NC(C1=CC=C(C=C1)OCC=1N=C(OC1C)C1=CC=CC=C1)=O (N-(4-formyl-1-phenyl-1H-pyrazol-3-yl)-4-[(5-methyl-2-phenyl-1,3-oxazol-4-yl)methoxy]benzamide), O (Water). The solvent is CN(C=O)C (N,N-dimethylformamide), CN(C=O)C (N,N-dimethylformamide). Conditions: time 20 minute. Product: CC1=C(N=C(O1)C1=CC=CC=C1)COC1=CC=C(C(=O)NC2=NN(C=C2/C=C/P(OCC)(OCC)=O)C2=CC=CC=C2)C=C1 (diethyl (E)-2-[3-({4-[(5-methyl-2-phenyl-1,3-oxazol-4-yl)methoxy]benzoyl}amino)-1-phenyl-1H-pyrazol-4-yl]ethenylphosphonate). The yield is 37.0%. Reaction SMILES: [CH2:1]([P:10](=[O:17])([O:14][CH2:15][CH3:16])[O:11][CH2:12][CH3:13])P(=O)(OCC)OCC.[H-].[Na+].[CH:20]([C:22]1[C:23]([NH:33][C:34](=[O:55])[C:35]2[CH:40]=[CH:39][C:38]([O:41][CH2:42][C:43]3[N:44]=[C:45]([C:49]4[CH:54]=[CH:53][CH:52]=[CH:51][CH:50]=4)[O:46][C:47]=3[CH3:48])=[CH:37][CH:36]=2)=[N:24][N:25]([C:27]2[CH:32]=[CH:31][CH:30]=[CH:29][CH:28]=2)[CH:26]=1)=O.O>CN(C)C=O>[CH3:48][C:47]1[O:46][C:45]([C:49]2[CH:50]=[CH:51][CH:52]=[CH:53][CH:54]=2)=[N:44][C:43]=1[CH2:42][O:41][C:38]1[CH:39]=[CH:40][C:35]([C:34]([NH:33][C:23]2[C:22](/[CH:20]=[CH:1]/[P:10](=[O:17])([O:11][CH2:12][CH3:13])[O:14][CH2:15][CH3:16])=[CH:26][N:25]([C:27]3[CH:28]=[CH:29][CH:30]=[CH:31][CH:32]=3)[N:24]=2)=[O:55])=[CH:36][CH:37]=1 |f:1.2|. Procedure: To a solution (5 mL) of tetraethyl methylenediphosphonate (265 mg) in N,N-dimethylformamide was added sodium hydride (60% in oil, 40 mg) and the mixture was stirred at room temperature for 20 min. A solution (5 mL) of N-(4-formyl-1-phenyl-1H-pyrazol-3-yl)-4-[(5-methyl-2-phenyl-1,3-oxazol-4-yl)methoxy]benzamide (400 mg) in N,N-dimethylformamide was added to the reaction mixture, and the mixture was stirred at room temperature for 2 hrs. Water was poured into the reaction mixture, and the mixture ... Reactants: C(CCC1=CC=CC=C1)=O (dihydrocinnamaldehyde), C(=O)(OCC)C=P(C1=CC=CC=C1)(C1=CC=CC=C1)C1=CC=CC=C1 ((carboethoxymethylene)triphenylphosphorane). Run in C1(=CC=CC=C1)C (toluene). Product: C(C)OC(\C=C\CCC1=CC=CC=C1)=O (trans-ethyl-(5-phenyl)-2-pentenoate). Reaction SMILES: [CH:1](=O)[CH2:2][CH2:3][C:4]1[CH:9]=[CH:8][CH:7]=[CH:6][CH:5]=1.[C:11]([CH:16]=P(C1C=CC=CC=1)(C1C=CC=CC=1)C1C=CC=CC=1)([O:13][CH2:14][CH3:15])=[O:12]>C1(C)C=CC=CC=1>[CH2:14]([O:13][C:11](=[O:12])/[CH:16]=[CH:1]/[CH2:2][CH2:3][C:4]1[CH:9]=[CH:8][CH:7]=[CH:6][CH:5]=1)[CH3:15]. Reported procedure: A solution of dihydrocinnamaldehyde (6.73 g, 50.2 mmol) and (carboethoxymethylene)triphenylphosphorane (17.84 g, 50.2 mmol) in toluene (250 mL) was refluxed for 18 h. It was then cooled to r.t. and concentrated in vacuo. The residue was taken up in ether (250 mL) and the triphenylphosphine oxide was filtered off. The filtrate was concentrated to afford the intermediate trans-ethyl-(5-phenyl)-2-pentenoate (32.1). The reactants are COC1=CC=C(C=C1)S(=O)(=O)Cl (4-methoxybenzenesulfonylchloride), C(CCCCCCCCC)N (decylamine), HCl ice water. The solvent is N1=CC=CC=C1 (pyridine). Conditions: time 8 hour. Product: COC1=CC=C(C=C1)S(NCCCCCCCCCC)(=O)=O (4-methoxy-n-Decylsulfamoylbenzene). The yield is 66.9%. Reaction SMILES: [CH3:1][O:2][C:3]1[CH:8]=[CH:7][C:6]([S:9](Cl)(=[O:11])=[O:10])=[CH:5][CH:4]=1.[CH2:13]([NH2:23])[CH2:14][CH2:15][CH2:16][CH2:17][CH2:18][CH2:19][CH2:20][CH2:21][CH3:22]>N1C=CC=CC=1>[CH3:1][O:2][C:3]1[CH:8]=[CH:7][C:6]([S:9](=[O:11])(=[O:10])[NH:23][CH2:13][CH2:14][CH2:15][CH2:16][CH2:17][CH2:18][CH2:19][CH2:20][CH2:21][CH3:22])=[CH:5][CH:4]=1. Reported procedure: Commercially available 4-methoxybenzenesulfonylchloride (Aldrich; 25 g, 0.12 moles) is added portionwise to a solution of decylamine (Kodak; 19 g, 0.12 moles) in pyridine (75 mL). The heterogeneous reaction mixture is stirred overnight at room temperature and poured into dilute HCl/ice water (1.5 L). After stirring 30 minutes, the light orange solid is isolated by filtration, washed with water and air dried. Recrystallization from ethanol (Norite) affords 26.3 g (66% yield) of the desired produc... Starting materials: NC1=NC(C=2C=NN3C(=CCN1C32)C3=CC(=CC=C3)C(F)(F)F)=O (5-Amino-8-[3-(trifluoromethyl)phenyl]-3H,6H-1,4,5a,8a-tetraazaacenaphthylen-3-one), ClC(=O)OCC(Cl)(Cl)Cl (2,2,2-trichloroethyl chloroformate), 1,8-bis(dimethylamino)naphthalene,N,N, N',N'-tetramethyl-1,8-naphthalenediamine, CN(C)C1=CC=CC2=C1C(=CC=C2)N(C)C (Proton Sponge). Run in O1CCCC1 (tetrahydrofuran). Product: O=C1C=2C=NN3C(=CCN(C(=N1)NC(OCC(Cl)(Cl)Cl)=O)C32)C3=CC(=CC=C3)C(F)(F)F ([3-Oxo-8-[3-(trifluoromethyl)phenyl]-3H,6H-1,4,5a,8a-tetraazaacenaphthylen-5-yl)carbamic acid, 2,2,2-trichloroethyl ester). RXN SMILES: [NH2:1][C:2]1[N:12]2[C:13]3[N:8]([C:9]([C:14]4[CH:19]=[CH:18][CH:17]=[C:16]([C:20]([F:23])([F:22])[F:21])[CH:15]=4)=[CH:10][CH2:11]2)[N:7]=[CH:6][C:5]=3[C:4](=[O:24])[N:3]=1.CN(C1C2C(N(C)C)=CC=CC=2C=CC=1)C.Cl[C:42]([O:44][CH2:45][C:46]([Cl:49])([Cl:48])[Cl:47])=[O:43]>O1CCCC1>[O:24]=[C:4]1[N:3]=[C:2]([NH:1][C:42](=[O:43])[O:44][CH2:45][C:46]([Cl:49])([Cl:48])[Cl:47])[N:12]2[C:13]3[N:8]([C:9]([C:14]4[CH:19]=[CH:18][CH:17]=[C:16]([C:20]([F:23])([F:22])[F:21])[CH:15]=4)=[CH:10][CH2:11]2)[N:7]=[CH:6][C:5]1=3. Reported procedure: A 500 mg amount of 5-amino-8-[3-(trifluoromethyl)phenyl]-3H,6H-1,4,5a,8a-tetraazaacenaphthylen-3-one (prepared as described in Example 29) was suspended and stirred in 25.0 ml of dry tetrahydrofuran, then 320 mg of [1,8-bis(dimethylamino)naphthalene,N,N, N',N'-tetramethyl-1,8-naphthalenediamine] (Proton Sponge®) was added followed by 0.207 ml of 2,2,2-trichloroethyl chloroformate. This mixture was heated at reflux for 16 hours. The reaction mixture was quenched by pouring it into 200 ml of water... Starting materials: C1(=CC=CC=C1)C1=CC=[N+](C=C1)[O-] (4-phenylpyridine-N-oxide), (R,R)-(−)-[N,N1-bis(3,5-di-tert-butylsalicylidene)-1.2-cyclohexanediaminoat(2-)]manganese(III) chloride, C=CC1=CC=CC=C1 (Styrene), [O-]Cl.[Na+] (NaOCl), combretastatin A-4 silyl ether, COC=1C=CC(=CC1O)C(=O)C=2C=C(C(=C(C2)OC)OC)OC (phenstatin), C(C1=CC=CC=C1)(=O)C1=CC=CC=C1 (benzophenone), 3′[(tert-butyldimethylsilyl)oxy]combretastatin A-4, [SiH3]O[SiH3] (silyl ether). Run in CCCCCC.C(C)(=O)OCC (hexane ethyl acetate), CCCCCC.CCOC(=O)C (hexane EtOAc), C(Cl)Cl (methylene chloride), C(C)OC(C)=O (ethyl-acetate). Reaction conditions: temperature 4 celsius, time 20 minute. Yields the product COC1=C(C=C(C=C1)/C=C\C2=CC(=C(C(=C2)OC)OC)OC)O (Combretastatin A-4). As a reaction SMILES: C1(C2C=C[N+]([O-])=CC=2)C=CC=CC=1.[CH2:14]=[CH:15][C:16]1[CH:21]=[CH:20][CH:19]=[CH:18][CH:17]=1.[O-:22]Cl.[Na+].[SiH3]O[SiH3].[C:28](C1C=CC=CC=1)(=[O:35])C1C=CC=CC=1.COC1C=CC(C([C:53]2[CH:54]=[C:55]([O:63][CH3:64])[C:56]([O:61][CH3:62])=[C:57]([O:59][CH3:60])[CH:58]=2)=O)=CC=1O>CCCCCC.C(OCC)(=O)C.C(Cl)Cl.C(OC(=O)C)C>[CH3:28][O:35][C:19]1[CH:20]=[CH:21][C:16](/[CH:15]=[CH:14]\[C:53]2[CH:54]=[C:55]([O:63][CH3:64])[C:56]([O:61][CH3:62])=[C:57]([O:59][CH3:60])[CH:58]=2)=[CH:17][C:18]=1[OH:22] |f:2.3,7.8|. Procedure: To a mixture of 4-phenylpyridine-N-oxide (0.127 g, 0.74 mmol) and (R,R)-(−)-[N,N1-bis(3,5-di-tert-butylsalicylidene)-1.2-cyclohexanediaminoat(2-)]manganese(III) chloride (Palucki, et al., Highly Enantioselective, Low-Temperature Epoxidation of Styrene, J. Am. Chem. Soc. 1994, 116, 9333-9334) (0.024 g, 0.037 mmol) in a 50 mL flask was added a solution of 3′[(tert-butyldimethylsilyl)oxy]combretastatin A-4(1c, 0.80 g, 1.86 mmol) in 3 Ml of ethyl-acetate (or methylene chloride). The mixture was stir... Starting materials: O=C1NC2=CC=C(C=C2C1=C(C#N)C#N)S(=O)(=O)N1C(CCC1)COC1=CC=CC=C1 (2-[2-Oxo-5-(2-phenoxymethyl-pyrrolidine-1-sulfonyl)-1,2-dihydro-indol-3-yl-idene]-malononitrile), OC1=CC=C(CN2C(C(C3=CC(=CC=C23)S(=O)(=O)N2C(CCC2)COC=2C=NC=CC2)=O)=O)C=C1 (1-(4-Hydroxy-benzyl)-5-[2-(pyridin-3-yl-oxymethyl)-pyrrolidine-1-sulfonyl]-1H-indole-2,3-dione). Yields the product OC1=CC=C(CN2C(C(C3=CC(=CC=C23)S(=O)(=O)N2C(CCC2)COC=2C=NC=CC2)=C(C#N)C#N)=O)C=C1 (2-{1-(4-Hydroxy-benzyl)-2-oxo-5-[2-(pyridine-3-yloxymethyl)-pyrrolidine-1-sulfonyl]-1,2-dihydro-indol-3-yl-idene}-malononitrile). Isolated yield 85.0%. As a reaction SMILES: O=C1C(=[C:11]([C:14]#[N:15])[C:12]#[N:13])C2C(=CC=C(S(N3CCCC3COC3C=CC=CC=3)(=O)=O)C=2)N1.[OH:32][C:33]1[CH:66]=[CH:65][C:36]([CH2:37][N:38]2[C:46]3[C:41](=[CH:42][C:43]([S:47]([N:50]4[CH2:54][CH2:53][CH2:52][CH:51]4[CH2:55][O:56][C:57]4[CH:58]=[N:59][CH:60]=[CH:61][CH:62]=4)(=[O:49])=[O:48])=[CH:44][CH:45]=3)[C:40](=O)[C:39]2=[O:64])=[CH:35][CH:34]=1>>[OH:32][C:33]1[CH:34]=[CH:35][C:36]([CH2:37][N:38]2[C:46]3[C:41](=[CH:42][C:43]([S:47]([N:50]4[CH2:54][CH2:53][CH2:52][CH:51]4[CH2:55][O:56][C:57]4[CH:58]=[N:59][CH:60]=[CH:61][CH:62]=4)(=[O:49])=[O:48])=[CH:44][CH:45]=3)[C:40](=[C:11]([C:14]#[N:15])[C:12]#[N:13])[C:39]2=[O:64])=[CH:65][CH:66]=1. Procedure: 2-{1-(4-Hydroxy-benzyl)-2-oxo-5-[2-(pyridine-3-yloxymethyl)-pyrrolidine-1-sulfonyl]-1,2-dihydro-indol-3-yl-idene}-malononitrile (30b) was prepared according to the same procedure for compound 26 except using 28b, to afford 46 mg (85%) of 30b as a purple solid, mp 203.3° C. (decomp). 1H NMR (300 MHz, DMSO) δ 9.50 (s, 1H), 8.31 (s, 1H), 8.25 (d, J=2.7 Hz, 1H), 8.17 (dd, J=4.5 Hz, J=1.5 Hz, 1H), 8.10 (d, J=8.1 Hz, 1H), 7.34 (m, 3H), 7.24 (d, J=8.4 Hz, 2H), 6.76 (d, J=8.7 Hz, 2H), 4.88 (s, 2H), 4.16... Reactants: NCCSCC1=CC=C(O1)CNC1CC1 (5-[[(2-aminoethyl)thio]methyl]-N-cyclopropyl-2-furanmethanamine), CSC(=C[N+](=O)[O-])SC (1,1-bis-(methylthio)-2-nitroethene). The product is C1(CC1)NCC1=CC=C(O1)CSCCNC(=C[N+](=O)[O-])NCCSCC=1OC(=CC1)CNC1CC1 (N,N'-bis-[2-[[5-[(Cyclopropylamino)methyl]-2-furanylmethyl]thio]ethyl]-2-nitro-1,1-ethenediamine). Yield: 55.6%. Reaction SMILES: [NH2:1][CH2:2][CH2:3][S:4][CH2:5][C:6]1[O:10][C:9]([CH2:11][NH:12][CH:13]2[CH2:15][CH2:14]2)=[CH:8][CH:7]=1.CS[C:18](SC)=[CH:19][N+:20]([O-:22])=[O:21]>>[CH:13]1([NH:12][CH2:11][C:9]2[O:10][C:6]([CH2:5][S:4][CH2:3][CH2:2][NH:1][C:18]([NH:1][CH2:2][CH2:3][S:4][CH2:5][C:6]3[O:10][C:9]([CH2:11][NH:12][CH:13]4[CH2:15][CH2:14]4)=[CH:8][CH:7]=3)=[CH:19][N+:20]([O-:22])=[O:21])=[CH:7][CH:8]=2)[CH2:15][CH2:14]1. Procedure: A mixture of 5-[[(2-aminoethyl)thio]methyl]-N-cyclopropyl-2-furanmethanamine (1.67 g) and 1,1-bis-(methylthio)-2-nitroethene (0.61 g) was heated at 98°-100° for 3 hr. The oily residue was chromatographed (silica/methanol-0.88 ammonia 79:1) and the appropriate eluate evaporated to dryness to give the title compound (1.07 g) as an oil. The reactants are C(=O)(O)[O-].[Na+] (NaHCO3), ClC1=NC=C(C(=N1)Cl)N (2,4-dichloropyrimidin-5-amine), CC(C=O)(C)OC1OCCCC1 (2-methyl-2-(tetrahydro-2H-pyran-2-yloxy)propanal), C(#N)[BH3-].[Na+] (Sodium cyanoborohydride). Reagents/catalysts: [Ti](Cl)(Cl)(Cl)Cl (titanium tetrachloride). Solvent: ClCCl (dichloromethane), ClCCl (dichloromethane), CCOC(=O)C (EtOAc), ClCCl (dichloromethane). Run at time 2 hour. The product is ClC1=NC=C(C(=N1)Cl)NCC(C)(O)C (1-(2,4-dichloropyrimidin-5-ylamino)-2-methylpropan-2-ol). Yield: 40.5%. Reaction SMILES: [Cl:1][C:2]1[N:7]=[C:6]([Cl:8])[C:5]([NH2:9])=[CH:4][N:3]=1.[CH3:10][C:11]([O:15]C1CCCCO1)([CH3:14])[CH:12]=O.C([BH3-])#N.[Na+].C([O-])(O)=O.[Na+]>ClCCl.[Ti](Cl)(Cl)(Cl)Cl.CCOC(C)=O>[Cl:1][C:2]1[N:7]=[C:6]([Cl:8])[C:5]([NH:9][CH2:10][C:11]([CH3:14])([OH:15])[CH3:12])=[CH:4][N:3]=1 |f:2.3,4.5|. Reported procedure: To a mixture of 2,4-dichloropyrimidin-5-amine (542 mg, 3.31 mmol) and 2-methyl-2-(tetrahydro-2H-pyran-2-yloxy)propanal (740 mg, 4.30 mmol) in dichloromethane (10 ml) at 0° C. was added dropwise a solution of titanium tetrachloride (0.401 ml, 3.64 mmol) in dichloromethane (4 ml). After the reaction mixture was stirred at room temperature for 2 hours. Sodium cyanoborohydride (656 mg, 9.92 mmol) was added portionwise and the reaction mixture was stirred at room temperature for 16 hours. After the r...